Dataset: the Open Reaction Database (ORD), a public repository of structured organic reaction records. Task: describe an organic reaction: reactants, conditions, products, and yield Procedure: The title compound was prepared by a procedure similar to that described for E9 starting from (3-fluoro-4-((6-(trifluoromethyl)pyridin-3-yl)oxy)phenyl)methanol and (S)-tert-butyl7-chloro-2-meth yl-5-oxo-2,3-dihydroimidazo[1,2-c]pyrimidine-1(5H)-carboxylate. As a reaction SMILES: [F:1][C:2]1[CH:3]=[C:4]([CH2:19][OH:20])[CH:5]=[CH:6][C:7]=1[O:8][C:9]1[CH:10]=[N:11][C:12]([C:15]([F:18])([F:17])[F:16])=[CH:13][CH:14]=1.C(OC([N:28]1[C:36]2[N:31]([C:32](=[O:38])[N:33]=[C:34](Cl)[CH:35]=2)[CH2:30][C@@H:29]1[CH3:39])=O)(C)(C)C>>[F:1][C:2]1[CH:3]=[C:4]([CH:5]=[CH:6][C:7]=1[O:8][C:9]1[CH:10]=[N:11][C:12]([C:15]([F:16])([F:17])[F:18])=[CH:13][CH:14]=1)[CH2:19][O:20][C:34]1[CH:35]=[C:36]2[NH:28][C@@H:29]([CH3:39])[CH2:30][N:31]2[C:32](=[O:38])[N:33]=1. Product: FC=1C=C(COC=2C=C3N(C(N2)=O)C[C@@H](N3)C)C=CC1OC=1C=NC(=CC1)C(F)(F)F ((S)-7-((3-fluoro-4-((6-(trifluoromethyl)pyridin-3-yl)oxy)benzyl)oxy)-2-methyl-2,3-dihydroimidazo[1,2-c]pyrimidin-5(1H)-one). The reactants are E9, FC=1C=C(C=CC1OC=1C=NC(=CC1)C(F)(F)F)CO ((3-fluoro-4-((6-(trifluoromethyl)pyridin-3-yl)oxy)phenyl)methanol), C(C)(C)(C)OC(=O)N1[C@H](CN2C(N=C(C=C21)Cl)=O)C ((S)-tert-butyl7-chloro-2-meth yl-5-oxo-2,3-dihydroimidazo[1,2-c]pyrimidine-1(5H)-carboxylate). Reactants: Cl.N[C@@H]1CC[C@H](CC1)NC(=O)C1=C(NC2=C1N=CN=C2C2=C(C=C(C(=C2)C)F)OCC2CC2)C (N-(trans-4-aminocyclohexyl)-4-[2-(cyclopropylmethoxy)-4-fluoro-5-methylphenyl]-6-methyl-5H-pyrrolo[3,2-d]pyrimidine-7-carboxamide hydrochloride), COCC(=O)Cl (methoxy-acetyl chloride). The product is C1(CC1)COC1=C(C=C(C(=C1)F)C)C=1C2=C(N=CN1)C(=C(N2)C)C(=O)N[C@@H]2CC[C@H](CC2)NC(COC)=O (4-[2-(Cyclopropylmethoxy)-4-fluoro-5-methylphenyl]-N-{trans-4-[(methoxyacetyl)amino]cyclohexyl}-6-methyl-5H-pyrrolo[3,2-d]pyrimidine-7-carboxamide). RXN SMILES: Cl.[NH2:2][C@H:3]1[CH2:8][CH2:7][C@H:6]([NH:9][C:10]([C:12]2[C:16]3[N:17]=[CH:18][N:19]=[C:20]([C:21]4[CH:26]=[C:25]([CH3:27])[C:24]([F:28])=[CH:23][C:22]=4[O:29][CH2:30][CH:31]4[CH2:33][CH2:32]4)[C:15]=3[NH:14][C:13]=2[CH3:34])=[O:11])[CH2:5][CH2:4]1.[CH3:35][O:36][CH2:37][C:38](Cl)=[O:39]>>[CH:31]1([CH2:30][O:29][C:22]2[CH:23]=[C:24]([F:28])[C:25]([CH3:27])=[CH:26][C:21]=2[C:20]2[C:15]3[NH:14][C:13]([CH3:34])=[C:12]([C:10]([NH:9][C@H:6]4[CH2:7][CH2:8][C@H:3]([NH:2][C:38](=[O:39])[CH2:37][O:36][CH3:35])[CH2:4][CH2:5]4)=[O:11])[C:16]=3[N:17]=[CH:18][N:19]=2)[CH2:32][CH2:33]1 |f:0.1|. Procedure details: Starting from N-(trans-4-aminocyclohexyl)-4-[2-(cyclopropylmethoxy)-4-fluoro-5-methylphenyl]-6-methyl-5H-pyrrolo[3,2-d]pyrimidine-7-carboxamide hydrochloride (example D.f41) and commercially available methoxy-acetyl chloride the title compound is obtained as colorless solid. The reactants are CC1(C)OCc2cc(C(O)CNCCCCCCOCCOCc3cccc(NC(=O)Nc4cccc(C#Cc5ccccc5)c4)c3)ccc2O1, CO. Product: O=C(Nc1cccc(C#Cc2ccccc2)c1)Nc1cccc(COCCOCCCCCCNCC(O)c2ccc(O)c(CO)c2)c1. RXN SMILES: [CH3:1][C:2]1([CH3:51])[O:3][CH2:4][c:5]2[c:6]([cH:8][cH:9][c:10]([CH:12]([CH2:13][NH:14][CH2:15][CH2:16][CH2:17][CH2:18][CH2:19][CH2:20][O:21][CH2:22][CH2:23][O:24][CH2:25][c:26]3[cH:27][c:28]([NH:32][C:33](=[O:34])[NH:35][c:36]4[cH:37][c:38]([C:42]#[C:43][c:44]5[cH:45][cH:46][cH:47][cH:48][cH:49]5)[cH:39][cH:40][cH:41]4)[cH:29][cH:30][cH:31]3)[OH:50])[cH:11]2)[O:7]1.[CH3:52][OH:53]>>[OH:3][CH2:4][c:5]1[c:6]([OH:7])[cH:8][cH:9][c:10]([CH:12]([CH2:13][NH:14][CH2:15][CH2:16][CH2:17][CH2:18][CH2:19][CH2:20][O:21][CH2:22][CH2:23][O:24][CH2:25][c:26]2[cH:27][c:28]([NH:32][C:33](=[O:34])[NH:35][c:36]3[cH:37][c:38]([C:42]#[C:43][c:44]4[cH:45][cH:46][cH:47][cH:48][cH:49]4)[cH:39][cH:40][cH:41]3)[cH:29][cH:30][cH:31]2)[OH:50])[cH:11]1. Reactants: [Li+].C[Si](C)(C)[N-][Si](C)(C)C (LiHMDS), [NH4+].[Cl-] (NH4Cl), COC1=C(CNC=2N=NC=CC2)C=CC(=C1)OC (N-(2,4-dimethoxybenzyl)pyridazin-3-amine), C(#N)C=1C=C(C=CC1F)S(=O)(=O)Cl (3-cyano-4-fluorobenzene-1-sulfonyl chloride). Run in C1CCOC1 (THF), C1CCOC1 (THF). Run at temperature -20 celsius, time 30 minute. Product: C(#N)C=1C=C(C=CC1F)S(=O)(=O)N(C=1N=NC=CC1)CC1=C(C=C(C=C1)OC)OC (3-cyano-N-(2,4-dimethoxybenzyl)-4-fluoro-N-(pyridazin-3-yl)benzenesulfonamide). The yield is 36.0%. As a reaction SMILES: [CH3:1][O:2][C:3]1[CH:16]=[C:15]([O:17][CH3:18])[CH:14]=[CH:13][C:4]=1[CH2:5][NH:6][C:7]1[N:8]=[N:9][CH:10]=[CH:11][CH:12]=1.[Li+].C[Si]([N-][Si](C)(C)C)(C)C.[C:29]([C:31]1[CH:32]=[C:33]([S:38](Cl)(=[O:40])=[O:39])[CH:34]=[CH:35][C:36]=1[F:37])#[N:30].[NH4+].[Cl-]>C1COCC1>[C:29]([C:31]1[CH:32]=[C:33]([S:38]([N:6]([CH2:5][C:4]2[CH:13]=[CH:14][C:15]([O:17][CH3:18])=[CH:16][C:3]=2[O:2][CH3:1])[C:7]2[N:8]=[N:9][CH:10]=[CH:11][CH:12]=2)(=[O:40])=[O:39])[CH:34]=[CH:35][C:36]=1[F:37])#[N:30] |f:1.2,4.5|. Procedure: To a suspension of N-(2,4-dimethoxybenzyl)pyridazin-3-amine (Preparation 19, 1.0 g, 4.00 mmol) in THF (15 mL) at −20° C. was slowly added LiHMDS (1M, 4.0 mL, 4.00 mmol). The reaction mixture was left to stir at −20° C. for 30 minutes and then cooled to −78° C. To the reaction mixture was slowly added 3-cyano-4-fluorobenzene-1-sulfonyl chloride (0.8 g, 3.64 mmol) suspended in THF (15 mL). The reaction mixture was slowly warmed to room temperature and left at room temperature for 18 hours. To the ... The reactants are FC1=C(C(=O)Cl)C=CC=C1 (2-Fluorobenzoyl chloride), ClC1=C(C(=NC(=N1)C)NC1=CC=C(C=C1)Cl)N (6-chloro-N4-(4-chlorophenyl)-2-methylpyrimidine-4,5-diamine), FC1=C(C(=O)Cl)C=CC=C1 (2-fluorobenzoyl chloride). Solvent: N1=CC=CC=C1 (pyridine). Conditions: time 7 hour. Product: ClC1=NC(=NC(=C1NC(C1=C(C=CC=C1)F)=O)NC1=CC=C(C=C1)Cl)C (N-[4-Chloro-6-(4-chlorophenylamino)-2-methylpyrimidin-5-yl]-2-fluorobenzamide). RXN SMILES: [F:1][C:2]1[CH:10]=[CH:9][CH:8]=[CH:7][C:3]=1[C:4](Cl)=[O:5].[Cl:11][C:12]1[N:17]=[C:16]([CH3:18])[N:15]=[C:14]([NH:19][C:20]2[CH:25]=[CH:24][C:23]([Cl:26])=[CH:22][CH:21]=2)[C:13]=1[NH2:27]>N1C=CC=CC=1>[Cl:11][C:12]1[C:13]([NH:27][C:4](=[O:5])[C:3]2[CH:7]=[CH:8][CH:9]=[CH:10][C:2]=2[F:1])=[C:14]([NH:19][C:20]2[CH:21]=[CH:22][C:23]([Cl:26])=[CH:24][CH:25]=2)[N:15]=[C:16]([CH3:18])[N:17]=1. Procedure: 2-Fluorobenzoyl chloride (93 μl, 0.78 mmol) was added to 6-chloro-N4-(4-chlorophenyl)-2-methylpyrimidine-4,5-diamine I-(7A-80)a (173 mg) and pyridine (1 ml) and stirred at room temperature for 7 h. The reaction was incomplete at this time so an additional 1.5 equivalents of 2-fluorobenzoyl chloride was added to the reaction mixture and continued stirring overnight at room temperature. The reaction was extracted from saturated NaHCO3 solution into ethyl acetate. The organic layers were combined, ... Reactants: CN(C)C=O, Cc1oc(-c2ccccc2)nc1CCc1nc(CCl)cs1, [H-], [Na+], O, COC(=O)Cc1cccc(O)c1. Product: COC(=O)Cc1cccc(OCc2csc(CCc3nc(-c4ccccc4)oc3C)n2)c1. Reaction SMILES: [CH3:34][N:35]([CH3:36])[CH:37]=[O:38].[Cl:1][CH2:2][c:3]1[n:4][c:5]([CH2:8][CH2:9][c:10]2[n:11][c:12](-[c:16]3[cH:17][cH:18][cH:19][cH:20][cH:21]3)[o:13][c:14]2[CH3:15])[s:6][cH:7]1.[H-:39].[Na+:40].[OH2:41].[OH:22][c:23]1[cH:24][c:25]([CH2:29][C:30](=[O:31])[O:32][CH3:33])[cH:26][cH:27][cH:28]1>>[CH2:2]([c:3]1[n:4][c:5]([CH2:8][CH2:9][c:10]2[n:11][c:12](-[c:16]3[cH:17][cH:18][cH:19][cH:20][cH:21]3)[o:13][c:14]2[CH3:15])[s:6][cH:7]1)[O:22][c:23]1[cH:24][c:25]([CH2:29][C:30](=[O:31])[O:32][CH3:33])[cH:26][cH:27][cH:28]1.